Dataset: the Open Reaction Database (ORD), a public repository of structured organic reaction records. Task: describe an organic reaction: reactants, conditions, products, and yield The reactants are CC(=O)O, CSc1nc(O)cc(O)n1, O=[N+]([O-])O. Product: CSc1nc(O)c([N+](=O)[O-])c(O)n1. As a reaction SMILES: [CH3:15][C:16](=[O:17])[OH:18].[CH3:1][S:2][c:3]1[n:4][c:5]([OH:10])[cH:6][c:7]([OH:9])[n:8]1.[OH:11][N+:12]([O-:13])=[O:14]>>[CH3:1][S:2][c:3]1[n:4][c:5]([OH:10])[c:6]([N+:12](=[O:11])[O-:13])[c:7]([OH:9])[n:8]1. Starting materials: C(=C)(C)C1=C(SC(=C1)C1=CC=C(C=C1)C(F)(F)F)CO ([3-Isopropenyl-5-(4-trifluoromethyl-phenyl)-thiophen-2-yl]-methanol). The reagents and catalysts are [Pd] (palladium on carbon). Product: C(C)(C)C1=C(SC(=C1)C1=CC=C(C=C1)C(F)(F)F)CO ([3-Isopropyl-5-(4-trifluoromethyl-phenyl)-thiophen-2-yl]-methanol). Reaction SMILES: [C:1]([C:4]1[CH:8]=[C:7]([C:9]2[CH:14]=[CH:13][C:12]([C:15]([F:18])([F:17])[F:16])=[CH:11][CH:10]=2)[S:6][C:5]=1[CH2:19][OH:20])([CH3:3])=[CH2:2]>[Pd]>[CH:1]([C:4]1[CH:8]=[C:7]([C:9]2[CH:14]=[CH:13][C:12]([C:15]([F:17])([F:18])[F:16])=[CH:11][CH:10]=2)[S:6][C:5]=1[CH2:19][OH:20])([CH3:3])[CH3:2]. Procedure: The solution of [3-Isopropenyl-5-(4-trifluoromethyl-phenyl)-thiophen-2-yl]-methanol (0.084 g, 0.282 mmole) is stirred under nitrogen gas in presence of 10% palladium on carbon (0.085 g) for 16 hours. The catalyst is removed by filtration, and the filtrate is concentrated to provide the titled compound as white solid, which is used for the next step without further purification. Yield: 59.0%. As a reaction SMILES: [CH2:1]([O:8][C:9]1[CH:18]=[CH:17][CH:16]=[C:15]2[C:10]=1[CH2:11][CH2:12][CH2:13][CH:14]2[C:19]([NH:21][C:22]1[CH:23]=[N:24][C:25]([CH:28]([CH3:30])[CH3:29])=[CH:26][CH:27]=1)=[O:20])[C:2]1[CH:7]=[CH:6][CH:5]=[CH:4][CH:3]=1.Cl[CH2:32][C:33]1[CH:34]=[N:35][N:36]([CH2:38][C:39]([F:42])([F:41])[F:40])[CH:37]=1>>[CH2:1]([O:8][C:9]1[CH:18]=[CH:17][CH:16]=[C:15]2[C:10]=1[CH2:11][CH2:12][CH2:13][CH:14]2[C:19]([N:21]([C:22]1[CH:23]=[N:24][C:25]([CH:28]([CH3:30])[CH3:29])=[CH:26][CH:27]=1)[CH2:32][C:33]1[CH:34]=[N:35][N:36]([CH2:38][C:39]([F:42])([F:40])[F:41])[CH:37]=1)=[O:20])[C:2]1[CH:7]=[CH:6][CH:5]=[CH:4][CH:3]=1. The reactants are C(C1=CC=CC=C1)OC1=C2CCCC(C2=CC=C1)C(=O)NC=1C=NC(=CC1)C(C)C (5-benzyloxy-N-(6-isopropylpyridin-3-yl)-1,2,3,4-tetrahydronaphthalene-1-carboxamide), ClCC=1C=NN(C1)CC(F)(F)F (4-chloromethyl-1-(2,2,2-trifluoroethyl)pyrazole). Product: C(C1=CC=CC=C1)OC1=C2CCCC(C2=CC=C1)C(=O)N(CC=1C=NN(C1)CC(F)(F)F)C=1C=NC(=CC1)C(C)C (5-benzyloxy-N-(6-isopropylpyridin-3-yl)-N-{[1-(2,2,2-trifluoroethyl)pyrazol-4-yl]methyl}-1,2,3,4-tetrahydronaphthalene-1-carboxamide). Procedure: By the reaction and treatment in the same manner as in Example 132 using 5-benzyloxy-N-(6-isopropylpyridin-3-yl)-1,2,3,4-tetrahydronaphthalene-1-carboxamide (2.05 g) and 4-chloromethyl-1-(2,2,2-trifluoroethyl)pyrazole (1.02 g) as starting materials, 5-benzyloxy-N-(6-isopropylpyridin-3-yl)-N-{[1-(2,2,2-trifluoroethyl)pyrazol-4-yl]methyl}-1,2,3,4-tetrahydronaphthalene-1-carboxamide (1.70 g) was obtained. Starting materials: C(C)[SiH](CC)CC (triethylsilane), C(C)[SiH](CC)CC (triethylsilane), FC1=CC2=C(N=C(S2)N[C@@H]2C[C@H](C2)N2C(C(C3=C2N=C(N=C3)SC)(C)C)=O)C=C1 (7-(trans-3-((6-fluorobenzo[d]thiazol-2-yl)amino)cyclobutyl)-5,5-dimethyl-2-(methylthio)-5H-pyrrolo[2,3-d]pyrimidin-6(7H)-one), C(C)[SiH](CC)CC (triethylsilane). The reagents and catalysts are [Pd] (palladium/carbon), [Pd] (Palladium). The solvent is O1CCCC1 (tetrahydrofuran). Yields the product FC1=CC2=C(N=C(S2)N[C@@H]2C[C@H](C2)N2C(C(C3=C2N=CN=C3)(C)C)=O)C=C1 (7-(trans-3-((6-fluorobenzo[d]thiazol-2-yl)amino)cyclobutyl)-5,5-dimethyl-5H-pyrrolo[2,3-d]pyrimidin-6(7H)-one). Isolated yield 50.9%. RXN SMILES: [F:1][C:2]1[CH:29]=[CH:28][C:5]2[N:6]=[C:7]([NH:9][C@H:10]3[CH2:13][C@H:12]([N:14]4[C:18]5[N:19]=[C:20](SC)[N:21]=[CH:22][C:17]=5[C:16]([CH3:26])([CH3:25])[C:15]4=[O:27])[CH2:11]3)[S:8][C:4]=2[CH:3]=1.C([SiH](CC)CC)C>O1CCCC1.[Pd]>[F:1][C:2]1[CH:29]=[CH:28][C:5]2[N:6]=[C:7]([NH:9][C@H:10]3[CH2:11][C@H:12]([N:14]4[C:18]5[N:19]=[CH:20][N:21]=[CH:22][C:17]=5[C:16]([CH3:25])([CH3:26])[C:15]4=[O:27])[CH2:13]3)[S:8][C:4]=2[CH:3]=1. Reported procedure: 7-(Trans-3-((6-fluorobenzo[d]thiazol-2-yl)amino)cyclobutyl)-5,5-dimethyl-2-(methylthio)-5H-pyrrolo[2,3-d]pyrimidin-6(7H)-one (EXAMPLE 156) (0.200 g, 0.466 mmol) was dissolved in dry tetrahydrofuran (10 mL) under nitrogen. Palladium (10 wt. % on activated carbon, 0.080 g, 0.075 mmol) was added followed by triethylsilane (0.200 ml, 1.252 mmol). The suspension was stirred at room temperature. After 40 minutes additional triethylsilane (0.5 mL) was added and the reaction stirred for another 4 hours.... Starting materials: S1C(=CC2=NC=CC=C21)CO (thieno[3,2-b]pyridin-2-ylmethanol), O=S(Cl)Cl (SOCl2). Solvent: ClCCl (dichloromethane). Conditions: time 2 hour. Yields the product ClCC1=CC2=NC=CC=C2S1 (2-(Chloromethyl)thieno[3,2-b]pyridine). Reaction SMILES: [S:1]1[C:9]2[C:4](=[N:5][CH:6]=[CH:7][CH:8]=2)[CH:3]=[C:2]1[CH2:10]O.O=S(Cl)[Cl:14]>ClCCl>[Cl:14][CH2:10][C:2]1[S:1][C:9]2[C:4](=[N:5][CH:6]=[CH:7][CH:8]=2)[CH:3]=1. Procedure details: To a solution of thieno[3,2-b]pyridin-2-ylmethanol (C-4) (17 mg, 0.1 mmol) in anhydrous dichloromethane (10 mL) was added SOCl2 (120 mg). After the mixture was stirred at room temperature for 2 hours, it was concentrated and used for the next step without further purification. MS (m/z): 184 (M+1)+. The reactants are C1CCOC1, COC(=O)C(CNC(=O)c1cccs1)NC(=O)c1sc(C(=O)NCc2cccc3[nH]ncc23)cc1Cl, Cl, [Li+], [OH-], O, O. Yields the product O=C(NCC(NC(=O)c1sc(C(=O)NCc2cccc3[nH]ncc23)cc1Cl)C(=O)O)c1cccs1. Reaction SMILES: [CH2:41]1[O:42][CH2:43][CH2:44][CH2:45]1.[CH3:1][O:2][C:3]([CH:4]([CH2:5][NH:6][C:7](=[O:8])[c:9]1[s:10][cH:11][cH:12][cH:13]1)[NH:14][C:15](=[O:16])[c:17]1[s:18][c:19]([C:23]([NH:24][CH2:25][c:26]2[c:27]3[cH:28][n:29][nH:30][c:31]3[cH:32][cH:33][cH:34]2)=[O:35])[cH:20][c:21]1[Cl:22])=[O:36].[ClH:40].[Li+:39].[OH-:38].[OH2:37].[OH2:46]>>[O:2]=[C:3]([CH:4]([CH2:5][NH:6][C:7](=[O:8])[c:9]1[s:10][cH:11][cH:12][cH:13]1)[NH:14][C:15](=[O:16])[c:17]1[s:18][c:19]([C:23]([NH:24][CH2:25][c:26]2[c:27]3[cH:28][n:29][nH:30][c:31]3[cH:32][cH:33][cH:34]2)=[O:35])[cH:20][c:21]1[Cl:22])[OH:36]. The reactants are O=C([O-])O, C1CCOC1, CCOC(C)=O, Cl, CC(O[Si](C)(C)C)C1C(=O)N2C(C(=O)OCOC(=O)C(C)(C)C)=C(c3cccc(C(N)=O)c3)CC12, [Na+]. Product: CC(O)C1C(=O)N2C(C(=O)OCOC(=O)C(C)(C)C)=C(c3cccc(C(N)=O)c3)CC12. Reaction SMILES: [C:37](=[O:38])([O-:39])[OH:40].[CH2:48]1[O:49][CH2:50][CH2:51][CH2:52]1.[CH3:42][CH2:43][O:44][C:45](=[O:46])[CH3:47].[ClH:36].[NH2:1][C:2](=[O:3])[c:4]1[cH:5][c:6]([C:10]2=[C:11]([C:25](=[O:26])[O:27][CH2:28][O:29][C:30]([C:31]([CH3:32])([CH3:33])[CH3:34])=[O:35])[N:12]3[C:13](=[O:24])[CH:14]([CH:17]([CH3:18])[O:19][Si:20]([CH3:21])([CH3:22])[CH3:23])[CH:15]3[CH2:16]2)[cH:7][cH:8][cH:9]1.[Na+:41]>>[NH2:1][C:2](=[O:3])[c:4]1[cH:5][c:6]([C:10]2=[C:11]([C:25](=[O:26])[O:27][CH2:28][O:29][C:30]([C:31]([CH3:32])([CH3:33])[CH3:34])=[O:35])[N:12]3[C:13](=[O:24])[CH:14]([CH:17]([CH3:18])[OH:19])[CH:15]3[CH2:16]2)[cH:7][cH:8][cH:9]1. Starting materials: C(C)(=O)C1=CCC(CC1)(C(=O)OC)C (methyl 4-acetyl-1-methyl-3-cyclohexene-1-carboxylate), [H][H] (hydrogen). Reagents/catalysts: [C].[Pd] (palladium-carbon). Run in C(C)O (ethanol). Yields the product C(C)(=O)C1CCC(CC1)(C(=O)OC)C (methyl 4-acetyl-1-methyl-1-cyclohexanecarboxylate). Isolated yield 99.0%. As a reaction SMILES: [C:1]([C:4]1[CH2:9][CH2:8][C:7]([CH3:14])([C:10]([O:12][CH3:13])=[O:11])[CH2:6][CH:5]=1)(=[O:3])[CH3:2].[H][H]>C(O)C.[C].[Pd]>[C:1]([CH:4]1[CH2:9][CH2:8][C:7]([CH3:14])([C:10]([O:12][CH3:13])=[O:11])[CH2:6][CH2:5]1)(=[O:3])[CH3:2] |f:3.4|. Procedure: 0.1 g of 10% palladium-carbon was added to a solution of 2.1 g of methyl 4-acetyl-1-methyl-3-cyclohexene-1-carboxylate (Example 34) in 50 ml of ethanol. The solution was reacted for 18 hours under normal-pressure hydrogen gas. After reaction, the catalyst was filtered out, and the solvent was removed in vacuo from the filtrate. The oily substance obtained was refined by vacuum distillation (Kugelrohl), yielding 2.1 g of methyl 4-acetyl-1-methyl-1-cyclohexanecarboxylate as a colorless oil, which ...